From a dataset of the Open Reaction Database (ORD), a public repository of structured organic reaction records. describe an organic reaction: reactants, conditions, products, and yield Reactants: C(C1=CC=CC=C1)(C1=CC=CC=C1)=N (benzophenone imine), CC1(C2=C(C(=CC=C2)P(C3=CC=CC=C3)C4=CC=CC=C4)OC5=C(C=CC=C51)P(C6=CC=CC=C6)C7=CC=CC=C7)C (XantPhos), BrC=1C=CC=2OCCN(C2N1)S(=O)(=O)C=1C=C(C=CC1)C (6-Bromo-4-(toluene-3-sulfonyl)-3,4-dihydro-2H-pyrido[3,2-b][1,4]oxazine), CC(C)([O-])C.[Na+] (sodium tert-butoxide). Reagents/catalysts: C=1C=CC(=CC1)/C=C/C(=O)/C=C/C2=CC=CC=C2.C=1C=CC(=CC1)/C=C/C(=O)/C=C/C2=CC=CC=C2.C=1C=CC(=CC1)/C=C/C(=O)/C=C/C2=CC=CC=C2.[Pd].[Pd] (Pd2(dba)3). Solvent: O1CCOCC1 (p-dioxane). Conditions: temperature 100 celsius. Product: C1(=CC(=CC=C1)S(=O)(=O)N1C2=C(OCC1)C=CC(=N2)N)C (4-(toluene-3-sulfonyl)-3,4-dihydro-2H-pyrido[3,2-b][1,4]oxazin-6-ylamine). Yield: 32.3%. RXN SMILES: Br[C:2]1[CH:3]=[CH:4][C:5]2[O:6][CH2:7][CH2:8][N:9]([S:12]([C:15]3[CH:16]=[C:17]([CH3:21])[CH:18]=[CH:19][CH:20]=3)(=[O:14])=[O:13])[C:10]=2[N:11]=1.C(=[NH:35])(C1C=CC=CC=1)C1C=CC=CC=1.CC(C)([O-])C.[Na+].CC1(C)C2C(=C(P(C3C=CC=CC=3)C3C=CC=CC=3)C=CC=2)OC2C(P(C3C=CC=CC=3)C3C=CC=CC=3)=CC=CC1=2>O1CCOCC1.C1C=CC(/C=C/C(/C=C/C2C=CC=CC=2)=O)=CC=1.C1C=CC(/C=C/C(/C=C/C2C=CC=CC=2)=O)=CC=1.C1C=CC(/C=C/C(/C=C/C2C=CC=CC=2)=O)=CC=1.[Pd].[Pd]>[C:17]1([CH3:21])[CH:18]=[CH:19][CH:20]=[C:15]([S:12]([N:9]2[CH2:8][CH2:7][O:6][C:5]3[CH:4]=[CH:3][C:2]([NH2:35])=[N:11][C:10]2=3)(=[O:14])=[O:13])[CH:16]=1 |f:2.3,6.7.8.9.10|. Procedure: 6-Bromo-4-(toluene-3-sulfonyl)-3,4-dihydro-2H-pyrido[3,2-b][1,4]oxazine (300 mg, 0.81 mmol) was dissolved in p-dioxane (10 mL), followed by benzophenone imine (409 μL, 2.44 mmol), sodium tert-butoxide (207 mg, 2.15 mmol), XantPhos (70 mg, 0.12 mmol), and finally Pd2(dba)3 (74 mg, 0.08 mmol). The resulting mixture was heated to 100° C. for 2.5 hours. Then, the reaction mixture was concentrated under vacuum and partitioned in a mixture of ethyl acetate and water. The aqueous phase was discarded, a... Starting materials: CC(=O)Oc1cc(C(N)=O)cc(OC(C)=O)c1OC(C)=O, CC(=O)Oc1ccc(C(N)=O)cc1OC(C)=O, O=C(Cl)C(=O)Cl, ClCCl. Product: CC(=O)Oc1cc(C(=O)N=C=O)cc(OC(C)=O)c1OC(C)=O. RXN SMILES: [C:1]([CH3:2])(=[O:3])[O:4][c:5]1[cH:6][c:7]([C:8](=[O:9])[NH2:10])[cH:11][c:12]([O:18][C:19]([CH3:20])=[O:21])[c:13]1[O:14][C:15]([CH3:16])=[O:17].[C:28]([O:29][c:30]1[cH:31][c:32]([C:40]([NH2:41])=[O:42])[cH:33][cH:34][c:35]1[O:36][C:37](=[O:38])[CH3:39])(=[O:43])[CH3:44].[Cl:22][C:23](=[O:24])[C:25]([Cl:26])=[O:27].[Cl:45][CH2:46][Cl:47]>>[C:1]([CH3:2])(=[O:3])[O:4][c:5]1[cH:6][c:7]([C:8](=[O:9])[N:10]=[C:23]=[O:24])[cH:11][c:12]([O:18][C:19]([CH3:20])=[O:21])[c:13]1[O:14][C:15]([CH3:16])=[O:17]. The reactants are FC1=CC=C2C(C(=O)OC(N2)=O)=C1 (5-fluoroisatoic anhydride), N1(C=NC=C1)CCCCN (1H-imidazole 1-butanamine). Yields the product FC=1C=C2C(N(C(NC2=CC1)=O)CCCCN1C=NC=C1)=O (6-Fluoro-3-[4-(1H-imidazol-1-yl)butyl]-2,4(1H,3H)-quinazolinedione). RXN SMILES: [F:1][C:2]1[CH:13]=[C:6]2[C:7]([O:9][C:10](=[O:12])[NH:11][C:5]2=[CH:4][CH:3]=1)=O.[N:14]1([CH2:19][CH2:20][CH2:21][CH2:22][NH2:23])[CH:18]=[CH:17][N:16]=[CH:15]1>>[F:1][C:2]1[CH:13]=[C:6]2[C:5](=[CH:4][CH:3]=1)[NH:11][C:10](=[O:12])[N:23]([CH2:22][CH2:21][CH2:20][CH2:19][N:14]1[CH:18]=[CH:17][N:16]=[CH:15]1)[C:7]2=[O:9]. Procedure details: When 5-fluoroisatoic anhydride and 1H-imidazole 1-butanamine are reacted by the procedure of example 24, this compound is obtained. Reactants: C1CCOC1, COC(=O)CC(O)(c1cnc(S)s1)C(F)(F)F, CO, CCOC(C)=O, [K+], [OH-]. Yields the product O=C(O)CC(O)(c1cnc(S)s1)C(F)(F)F. As a reaction SMILES: [CH2:20]1[O:21][CH2:22][CH2:23][CH2:24]1.[CH3:1][O:2][C:3]([CH2:4][C:5]([C:6]([F:7])([F:8])[F:9])([c:10]1[cH:11][n:12][c:13]([SH:15])[s:14]1)[OH:16])=[O:17].[CH3:25][OH:26].[CH3:27][CH2:28][O:29][C:30]([CH3:31])=[O:32].[K+:19].[OH-:18]>>[O:2]=[C:3]([CH2:4][C:5]([C:6]([F:7])([F:8])[F:9])([c:10]1[cH:11][n:12][c:13]([SH:15])[s:14]1)[OH:16])[OH:17]. Starting materials: CCOC(=O)c1cc2cc(OC(C)=O)ccc2[nH]1, O=C([O-])[O-], CC#N, Clc1ccc(CBr)cc1Cl, [K+], [K+]. The product is CCOC(=O)c1cc2cc(OC(C)=O)ccc2n1Cc1ccc(Cl)c(Cl)c1. RXN SMILES: [C:11]([CH3:12])(=[O:13])[O:14][c:15]1[cH:16][c:17]2[cH:18][c:19]([C:24](=[O:25])[O:26][CH2:27][CH3:28])[nH:20][c:21]2[cH:22][cH:23]1.[C:29](=[O:30])([O-:31])[O-:32].[CH3:35][C:36]#[N:37].[Cl:1][c:2]1[cH:3][c:4]([CH2:5][Br:6])[cH:7][cH:8][c:9]1[Cl:10].[K+:33].[K+:34]>>[Cl:1][c:2]1[cH:3][c:4]([CH2:5][n:20]2[c:19]([C:24](=[O:25])[O:26][CH2:27][CH3:28])[cH:18][c:17]3[cH:16][c:15]([O:14][C:11]([CH3:12])=[O:13])[cH:23][cH:22][c:21]32)[cH:7][cH:8][c:9]1[Cl:10]. The reactants are C(C)(=O)OC12CC(C1)(C2)N (3-aminobicyclo[1.1.1]pentan-1-yl acetate), C(C)(=O)Cl (acetyl chloride), carboxylic acid, acid chloride. The product is C(C)(=O)OC12CC(C1)(C2)NC(C)=O (3-acetamidobicyclo[1.1.1]pentan-1-yl acetate). Reaction SMILES: [C:1]([O:4][C:5]12[CH2:9][C:7]([NH2:10])([CH2:8]1)[CH2:6]2)(=[O:3])[CH3:2].[C:11](Cl)(=[O:13])[CH3:12]>>[C:1]([O:4][C:5]12[CH2:9][C:7]([NH:10][C:11](=[O:13])[CH3:12])([CH2:8]1)[CH2:6]2)(=[O:3])[CH3:2]. Reported procedure: The commercially available 3-aminobicyclo[1.1.1]pentane-1-carboxylic acid can be converted to the methyl ketone intermediate by treatment with either methyl lithium or methylmagnesium bromide (Scheme 1). Baeyer-Villagar type oxidation with mCPBA or other peroxycarboxylic acids can give 3-aminobicyclo[1.1.1]pentan-1-yl acetate. The amine can then be coupled with an appropriate carboxylic acid or acid chloride, such as acetyl chloride to give 3-acetamidobicyclo[1.1.1]pentan-1-yl acetate (3). Selec... Starting materials: O1COC2=C1C=CC(=C2)S(=O)(=O)N(C[C@H]([C@H](CC2=CC=C(C=C2)O)NC(O[C@H]2CO[C@H]1OCC[C@H]12)=O)O)CC(C)C ((3R,3aS,6aR)-hexahydrofuro[2,3-b]furan-3-yl (1S,2R)-3-[(1,3-benzodioxol-5-ylsulfonyl)(isobutyl)amino]-2-hydroxy-1 (4-hydroxybenzyl)propylcarbamate), N1=CC=CC=C1 (pyridine), ClC(=O)OC1=CC=C(C=C1)[N+](=O)[O-] (4-nitrophenyl chloroformate). Solvent: ClCCl (dichloromethane), ClCCl (Dichloromethane). Run at time 1 hour. Product: C(OC1=CC=C(C=C1)C[C@@H]([C@@H](CN(CC(C)C)S(=O)(=O)C1=CC2=C(OCO2)C=C1)O)NC(=O)O[C@H]1CO[C@H]2OCC[C@H]21)(OC2=CC=C(C=C2)[N+](=O)[O-])=O (4-{(2S,3R)-2-({[(3R,3aS,6aR)-Hexahydrofuro[2,3-b]furan-3-yloxy]carbonyl}amino)-4-[(1,3-benzodioxol-5-ylsulfonyl)(isobutyl)amino]-3-hydroxybutyl}phenyl 4-nitrophenyl carbonate), foam. Yield: 79.0%. Reaction SMILES: [O:1]1[C:5]2[CH:6]=[CH:7][C:8]([S:10]([N:13]([CH2:38][CH:39]([CH3:41])[CH3:40])[CH2:14][C@@H:15]([OH:37])[C@@H:16]([NH:25][C:26](=[O:36])[O:27][C@@H:28]3[C@H:35]4[C@H:31]([O:32][CH2:33][CH2:34]4)[O:30][CH2:29]3)[CH2:17][C:18]3[CH:23]=[CH:22][C:21]([OH:24])=[CH:20][CH:19]=3)(=[O:12])=[O:11])=[CH:9][C:4]=2[O:3][CH2:2]1.N1C=CC=CC=1.Cl[C:49]([O:51][C:52]1[CH:57]=[CH:56][C:55]([N+:58]([O-:60])=[O:59])=[CH:54][CH:53]=1)=[O:50]>ClCCl>[C:49](=[O:50])([O:51][C:52]1[CH:53]=[CH:54][C:55]([N+:58]([O-:60])=[O:59])=[CH:56][CH:57]=1)[O:24][C:21]1[CH:22]=[CH:23][C:18]([CH2:17][C@H:16]([NH:25][C:26]([O:27][C@@H:28]2[C@H:35]3[C@H:31]([O:32][CH2:33][CH2:34]3)[O:30][CH2:29]2)=[O:36])[C@H:15]([OH:37])[CH2:14][N:13]([S:10]([C:8]2[CH:7]=[CH:6][C:5]3[O:1][CH2:2][O:3][C:4]=3[CH:9]=2)(=[O:12])=[O:11])[CH2:38][CH:39]([CH3:41])[CH3:40])=[CH:19][CH:20]=1. Procedure: To a solution of (3R,3aS,6aR)-hexahydrofuro[2,3-b]furan-3-yl (1S,2R)-3-[(1,3-benzodioxol-5-ylsulfonyl)(isobutyl)amino]-2-hydroxy-1 (4-hydroxybenzyl)propylcarbamate (0.5 g, 0.84 mmol) in dichloromethane (4 mL) at 0° C. was added pyridine (0.16 mL, 0.158 g, 2.0 mmol) and 4-nitrophenyl chloroformate (0.22 g, 1.09 mmol) and the mixture was stirred at ambient temperature for 1 h. Dichloromethane was added and the mixture was washed with 15% citric acid/water (2×), saturated sodium bicarbonate/water, ...